Dataset: the Open Reaction Database (ORD), a public repository of structured organic reaction records. Task: describe an organic reaction: reactants, conditions, products, and yield The reactants are NC=1C(=NC=C(C(=O)OC)C1)C (methyl 5-amino-6-methylnicotinate), [OH-].[Na+] (sodium hydroxide). Solvent: CO.O (MeOH H2O). The product is NC=1C(=NC=C(C(=O)O)C1)C (5-Amino-6-methylnicotinic acid). RXN SMILES: [NH2:1][C:2]1[C:3]([CH3:12])=[N:4][CH:5]=[C:6]([CH:11]=1)[C:7]([O:9]C)=[O:8].[OH-].[Na+]>CO.O>[NH2:1][C:2]1[C:3]([CH3:12])=[N:4][CH:5]=[C:6]([CH:11]=1)[C:7]([OH:9])=[O:8] |f:1.2,3.4|. Procedure details: Into a round-bottom flask, was placed a solution of methyl 5-amino-6-methylnicotinate (5.00 g, 30.1 mmol, 1.00 equiv) and sodium hydroxide (20 g) in MeOH/H2O (80/200 mL). The resulting solution was heated at reflux overnight. After cooling to ambient temperature, the methanol was removed under reduced pressure. The pH of the remaining aqueous phase was adjusted to 4 with aqueous hydrogen chloride (2 M). The resulting mixture was then concentrated under reduced pressure to yield 5.00 g (crude) of...